Dataset: the Open Reaction Database (ORD), a public repository of structured organic reaction records. Task: describe an organic reaction: reactants, conditions, products, and yield The reactants are O=C1CCCCCCCCCCC1, O=C([O-])C=CC(=O)O, Cl, Cl, NOCCCN1CCOCC1. The product is C1CCCCCC(=NOCCCN2CCOCC2)CCCCC1. As a reaction SMILES: [C:1]1(=[O:13])[CH2:2][CH2:3][CH2:4][CH2:5][CH2:6][CH2:7][CH2:8][CH2:9][CH2:10][CH2:11][CH2:12]1.[C:27]([OH:28])(=[O:29])[CH:30]=[CH:31][C:32]([O-:33])=[O:34].[ClH:14].[ClH:15].[O:16]1[CH2:17][CH2:18][N:19]([CH2:22][CH2:23][CH2:24][O:25][NH2:26])[CH2:20][CH2:21]1>>[C:1]1(=[N:26][O:25][CH2:24][CH2:23][CH2:22][N:19]2[CH2:18][CH2:17][O:16][CH2:21][CH2:20]2)[CH2:2][CH2:3][CH2:4][CH2:5][CH2:6][CH2:7][CH2:8][CH2:9][CH2:10][CH2:11][CH2:12]1. Reactants: C(C(=C)C)(=O)OCC1CO1 (glycidyl methacrylate), C(C(=C)C)(=O)OCCOC(C(=C)C)=O (ethylene dimethacrylate). Conditions: time 6 hour. Yields the product C(C(=C)C)(=O)OCC1CO1.C(C(=C)C)(=O)OCCOC(C(=C)C)=O (glycidyl methacrylate ethylene dimethacrylate). Reaction SMILES: [C:1]([O:6][CH2:7][CH:8]1[O:10][CH2:9]1)(=[O:5])[C:2]([CH3:4])=[CH2:3].[C:11]([O:16][CH2:17][CH2:18][O:19][C:20](=[O:24])[C:21]([CH3:23])=[CH2:22])(=[O:15])[C:12]([CH3:14])=[CH2:13]>>[C:1]([O:6][CH2:7][CH:8]1[O:10][CH2:9]1)(=[O:5])[C:2]([CH3:4])=[CH2:3].[C:11]([O:16][CH2:17][CH2:18][O:19][C:20](=[O:24])[C:21]([CH3:23])=[CH2:22])(=[O:15])[C:12]([CH3:14])=[CH2:13] |f:2.3|. Procedure details: The copolymer glycidyl methacrylate-ethylene dimethacrylate was prepared according to Example 1, with the distinction that the monomer mixture consisted of 70% of glycidyl methacrylate and 30% of ethylene dimethacrylate and that the mixture was agitated during polymerization more vigorously (700 r.p.m.). The fraction of particles with diameter of 15-20 μm was separated from the resulting product, thoroughly dried and modified in the following way: 5 g of the copolymer was dispersed in 20 ml of s... The product is COC(=O)CCSc1cnc(Nc2nc(C)cs2)cc1Oc1c(F)cccc1F. RXN SMILES: [Br:1][c:2]1[c:3]([O:15][c:16]2[c:17]([F:23])[cH:18][cH:19][cH:20][c:21]2[F:22])[cH:4][c:5]([NH:8][c:9]2[s:10][cH:11][c:12]([CH3:14])[n:13]2)[n:6][cH:7]1.[CH2:66]([N:67]([CH:68]([CH3:69])[CH3:70])[CH:71]([CH3:72])[CH3:73])[CH3:74].[O:102]=[C:103]([CH:104]=[CH:105][c:106]1[cH:107][cH:108][cH:109][cH:110][cH:111]1)[CH:112]=[CH:113][c:114]1[cH:115][cH:116][cH:117][cH:118][cH:119]1.[O:120]=[C:121]([CH:122]=[CH:123][c:124]1[cH:125][cH:126][cH:127][cH:128][cH:129]1)[CH:130]=[CH:131][c:132]1[cH:133][cH:134][cH:135][cH:136][cH:137]1.[O:138]1[CH2:139][CH2:140][O:141][CH2:142][CH2:143]1.[O:84]=[C:85]([CH:86]=[CH:87][c:88]1[cH:89][cH:90][cH:91][cH:92][cH:93]1)[CH:94]=[CH:95][c:96]1[cH:97][cH:98][cH:99][cH:100][cH:101]1.[Pd:82].[Pd:83].[SH:75][CH2:76][CH2:77][C:78](=[O:79])[O:80][CH3:81].[c:24]1([P:25]([c:26]2[cH:27][cH:28][cH:29][cH:30][cH:31]2)[c:32]2[c:33]3[c:57]([cH:58][cH:59][cH:60]2)[C:54]([CH3:55])([CH3:56])[c:36]2[c:35]([c:40]([P:41]([c:42]4[cH:43][cH:44][cH:45][cH:46][cH:47]4)[c:48]4[cH:49][cH:50][cH:51][cH:52][cH:53]4)[cH:39][cH:38][cH:37]2)[O:34]3)[cH:61][cH:62][cH:63][cH:64][cH:65]1>>[c:2]1([S:75][CH2:76][CH2:77][C:78](=[O:79])[O:80][CH3:81])[c:3]([O:15][c:16]2[c:17]([F:23])[cH:18][cH:19][cH:20][c:21]2[F:22])[cH:4][c:5]([NH:8][c:9]2[s:10][cH:11][c:12]([CH3:14])[n:13]2)[n:6][cH:7]1. The reactants are Cc1csc(Nc2cc(Oc3c(F)cccc3F)c(Br)cn2)n1, CCN(C(C)C)C(C)C, O=C(C=Cc1ccccc1)C=Cc1ccccc1, O=C(C=Cc1ccccc1)C=Cc1ccccc1, C1COCCO1, O=C(C=Cc1ccccc1)C=Cc1ccccc1, [Pd], [Pd], COC(=O)CCS, CC1(C)c2cccc(P(c3ccccc3)c3ccccc3)c2Oc2c(P(c3ccccc3)c3ccccc3)cccc21. The reactants are C1=C(CCCC12CCCCC2)COC2=CC=C(C=O)C=C2 (4-(spiro[5.5]undec-1-en-2-ylmethoxy)-benzaldehyde), O1CCCC1 (tetrahydrofuran), [Cl-].[NH4+] (ammonium chloride), CCCCCCC.O1CCCC1.C(C)C1=CC=CC=C1 (heptane tetrahydrofuran ethylbenzene), C(C)(C)[N-]C(C)C.[Li+] (lithium diisopropylamide), O1CCCC1 (tetrahydrofuran). Run in C(C)(=O)OCC (ethyl acetate). Conditions: temperature -78 celsius, time 30 minute. Yields the product C(C)OC(CC(C1=CC=C(C=C1)OCC1=CC2(CCC1)CCCCC2)O)=O (3-hydroxy-3-[4-(spiro[5.5]undec-1-en-2-ylmethoxy)-phenyl]-propionic acid ethyl ester). As a reaction SMILES: CCCCCCC.[O:8]1[CH2:12][CH2:11][CH2:10][CH2:9]1.C(C1C=CC=CC=1)C.C([N-]C(C)C)(C)C.[Li+].[CH:29]1[C:34]2([CH2:39][CH2:38][CH2:37][CH2:36][CH2:35]2)[CH2:33][CH2:32][CH2:31][C:30]=1[CH2:40][O:41][C:42]1[CH:49]=[CH:48][C:45]([CH:46]=[O:47])=[CH:44][CH:43]=1.[Cl-].[NH4+].[O:52]1CCCC1>C(OCC)(=O)C>[CH2:9]([O:8][C:12](=[O:52])[CH2:11][CH:46]([OH:47])[C:45]1[CH:48]=[CH:49][C:42]([O:41][CH2:40][C:30]2[CH2:31][CH2:32][CH2:33][C:34]3([CH2:35][CH2:36][CH2:37][CH2:38][CH2:39]3)[CH:29]=2)=[CH:43][CH:44]=1)[CH3:10] |f:0.1.2,3.4,6.7|. Procedure: To a solution of ethyl acetate (2.2 mL) in tetrahydrofuran (100 mL) was added dropwise a 2M heptane/tetrahydrofuran/ethylbenzene solution of lithium diisopropylamide (11.25 mL) at −78° C. under argon atmosphere over 15 minutes, followed by stirring the reaction mixture at −78° C. for 30 minutes. Then, to the reaction mixture was added dropwise a solution of 4-(spiro[5.5]undec-1-en-2-ylmethoxy)-benzaldehyde (4.27 g) obtained in Step 6 in tetrahydrofuran (15 mL) over 10 minutes, followed by stirri...